From a dataset of the Open Reaction Database (ORD), a public repository of structured organic reaction records. describe an organic reaction: reactants, conditions, products, and yield Run at time 12 hour. Isolated yield 74.8%. Product: C(C)(C)(C)[Si](OC=1C=C(C[C@]2([C@@H](CCCC2)O)O)C=CC1)(C1=CC=CC=C1)C1=CC=CC=C1 ((1R,2R)-1-[3-(tertbutyldiphenylsilyloxy)benzyl]-1,2-dihydroxycyclohexane). As a reaction SMILES: CC1(C)[O:6][C@@H:5]2[CH2:7][CH2:8][CH2:9][CH2:10][C@:4]2([CH:11](O)[C:12]2[CH:13]=[C:14]([O:18][Si:19]([C:32]([CH3:35])([CH3:34])[CH3:33])([C:26]3[CH:31]=[CH:30][CH:29]=[CH:28][CH:27]=3)[C:20]3[CH:25]=[CH:24][CH:23]=[CH:22][CH:21]=3)[CH:15]=[CH:16][CH:17]=2)[O:3]1.C1C=CC(OC(Cl)=S)=CC=1.N(C(C)(C)C#N)=NC(C)(C)C#N.C1(C)C=CC(S(O)(=O)=O)=CC=1>C(Cl)Cl.C1(C)C=CC=CC=1.C([SnH](CCCC)CCCC)CCC.CO.C1COCC1.N1C=CC=CC=1>[C:32]([Si:19]([C:26]1[CH:31]=[CH:30][CH:29]=[CH:28][CH:27]=1)([C:20]1[CH:21]=[CH:22][CH:23]=[CH:24][CH:25]=1)[O:18][C:14]1[CH:13]=[C:12]([CH:17]=[CH:16][CH:15]=1)[CH2:11][C@:4]1([OH:3])[CH2:10][CH2:9][CH2:8][CH2:7][C@H:5]1[OH:6])([CH3:35])([CH3:33])[CH3:34]. Reactants: CC1(O[C@@]2([C@H](O1)CCCC2)C(C=2C=C(C=CC2)O[Si](C2=CC=CC=C2)(C2=CC=CC=C2)C(C)(C)C)O)C (3-[((3aR,7aR)-2,2-dimethyl-hexahydro-1,3-benzodioxol-3a-yl) hydroxymethyl]-1-(tertbutyldiphenyl-silyloxy)benzene), C1=CC=C(C=C1)OC(=S)Cl (phenyl chlorothionoformate), N(=NC(C#N)(C)C)C(C#N)(C)C (2,2′-azobis-(isobutyronitrile)), C1(=CC=C(C=C1)S(=O)(=O)O)C (p-toluenesulphonic acid). Procedure details: To a solution of 3-[((3aR,7aR)-2,2-dimethyl-hexahydro-1,3-benzodioxol-3a-yl) hydroxymethyl]-1-(tertbutyldiphenyl-silyloxy)benzene (45 g) in CH2Cl2 (450 ml) were added phenyl chlorothionoformate (14.5 ml) and pyridine (18 ml) at 0° C. After being stirred for 12 hours at room temperature, the mixture was evaporated and the resultant was partitioned between EtOAc and water. The organic layer was washed with water, 1N-HCl solution, sat.NaHCO3 solution and then brine. The solvent was evaporated in va... Solvent: C(Cl)Cl (CH2Cl2), N1=CC=CC=C1 (pyridine), C1(=CC=CC=C1)C (toluene), C(CCC)[SnH](CCCC)CCCC (tributyltinhydride), CO (MeOH), C1CCOC1 (THF). The reactants are CCOC(=O)c1cc(O)c(Br)c(O)c1, C1CCOC1, OCCc1ccc(Cl)cc1Cl, CCOC(=O)N=NC(=O)OCC, c1ccc(P(c2ccccc2)c2ccccc2)cc1. Product: CCOC(=O)c1cc(O)c(Br)c(OCCc2ccc(Cl)cc2Cl)c1. RXN SMILES: [CH2:31]([CH3:32])[O:33][C:34]([c:35]1[cH:36][c:37]([OH:43])[c:38]([Br:42])[c:39]([OH:41])[cH:40]1)=[O:44].[CH2:57]1[O:58][CH2:59][CH2:60][CH2:61]1.[Cl:20][c:21]1[c:22]([CH2:28][CH2:29][OH:30])[cH:23][cH:24][c:25]([Cl:27])[cH:26]1.[O:45]=[C:46]([O:47][CH2:48][CH3:49])[N:50]=[N:51][C:52]([O:53][CH2:54][CH3:55])=[O:56].[c:1]1([P:2]([c:3]2[cH:4][cH:5][cH:6][cH:7][cH:8]2)[c:9]2[cH:10][cH:11][cH:12][cH:13][cH:14]2)[cH:15][cH:16][cH:17][cH:18][cH:19]1>>[Cl:20][c:21]1[c:22]([CH2:28][CH2:29][O:30][c:39]2[c:38]([Br:42])[c:37]([OH:43])[cH:36][c:35]([C:34]([O:33][CH2:31][CH3:32])=[O:44])[cH:40]2)[cH:23][cH:24][c:25]([Cl:27])[cH:26]1. Reactants: FC(C(=O)O)(F)F.CNCC=1C=C(C=CC1)C1=CC=C(C=C1)CC1C(NC(S1)=O)=O (5-(3′-methylaminomethyl-biphenyl-4-ylmethyl)thiazolidine-2,4-dione trifluoro-acetate), C(C1=CN=CC=C1)(=O)Cl (nicotinoyl chloride). Product: O=C1SC(C(N1)=O)CC1=CC=C(C=C1)C1=CC(=CC=C1)CN(C(C1=CN=CC=C1)=O)C (N-[4′-(2,4-Dioxothiazolidin-5-ylmethyl)biphenyl-3-ylmethyl]-N-methylnicotinamide). RXN SMILES: FC(F)(F)C(O)=O.[CH3:8][NH:9][CH2:10][C:11]1[CH:12]=[C:13]([C:17]2[CH:22]=[CH:21][C:20]([CH2:23][CH:24]3[S:28][C:27](=[O:29])[NH:26][C:25]3=[O:30])=[CH:19][CH:18]=2)[CH:14]=[CH:15][CH:16]=1.[C:31](Cl)(=[O:38])[C:32]1[CH:37]=[CH:36][CH:35]=[N:34][CH:33]=1>>[O:29]=[C:27]1[NH:26][C:25](=[O:30])[CH:24]([CH2:23][C:20]2[CH:19]=[CH:18][C:17]([C:13]3[CH:14]=[CH:15][CH:16]=[C:11]([CH2:10][N:9]([CH3:8])[C:31](=[O:38])[C:32]4[CH:37]=[CH:36][CH:35]=[N:34][CH:33]=4)[CH:12]=3)=[CH:22][CH:21]=2)[S:28]1 |f:0.1|. Procedure details: In a manner similar to that of Example 37(e), by reacting 1 g (2.2 mmol) of 5-(3′-methylaminomethyl-biphenyl-4-ylmethyl)thiazolidine-2,4-dione trifluoro-acetate with 450 mg (2.5 mmol) of nicotinoyl chloride, and after purification, 400 mg (40%) of N-[4′-(2,4-dioxothiazolidin-5-ylmethyl)biphenyl-3-ylmethyl]-N-methylnicotinamide are obtained in the form of a white solid with a melting point of 115° C.